From a dataset of the Open Reaction Database (ORD), a public repository of structured organic reaction records. describe an organic reaction: reactants, conditions, products, and yield The reactants are O=C([O-])O, ClCCl, CCO, Clc1ccn2ccnc2c1, [Na+], O, c1ccccc1, c1ccc(P(c2ccccc2)(c2ccccc2)[Pd](P(c2ccccc2)(c2ccccc2)c2ccccc2)(P(c2ccccc2)(c2ccccc2)c2ccccc2)P(c2ccccc2)(c2ccccc2)c2ccccc2)cc1, OB(O)c1c(-c2ccccn2)nn2c1CCC2. Product: c1ccc(-c2nn3c(c2-c2ccn4ccnc4c2)CCC3)nc1. As a reaction SMILES: [C:28](=[O:29])([OH:30])[O-:31].[CH2:33]([Cl:34])[Cl:35].[CH3:42][CH2:43][OH:44].[Cl:1][c:2]1[cH:3][c:4]2[n:5]([cH:6][cH:7]1)[cH:8][cH:9][n:10]2.[Na+:32].[OH2:122].[cH:36]1[cH:37][cH:38][cH:39][cH:40][cH:41]1.[cH:45]1[cH:46][cH:47][c:48]([P:49]([Pd:50]([P:51]([c:52]2[cH:53][cH:54][cH:55][cH:56][cH:57]2)([c:58]2[cH:59][cH:60][cH:61][cH:62][cH:63]2)[c:64]2[cH:65][cH:66][cH:67][cH:68][cH:69]2)([P:70]([c:71]2[cH:72][cH:73][cH:74][cH:75][cH:76]2)([c:77]2[cH:78][cH:79][cH:80][cH:81][cH:82]2)[c:83]2[cH:84][cH:85][cH:86][cH:87][cH:88]2)[P:89]([c:90]2[cH:91][cH:92][cH:93][cH:94][cH:95]2)([c:96]2[cH:97][cH:98][cH:99][cH:100][cH:101]2)[c:102]2[cH:103][cH:104][cH:105][cH:106][cH:107]2)([c:108]2[cH:109][cH:110][cH:111][cH:112][cH:113]2)[c:114]2[cH:115][cH:116][cH:117][cH:118][cH:119]2)[cH:120][cH:121]1.[n:11]1[c:12](-[c:17]2[c:18]([B:25]([OH:26])[OH:27])[c:19]3[n:20]([n:21]2)[CH2:22][CH2:23][CH2:24]3)[cH:13][cH:14][cH:15][cH:16]1>>[c:2]1(-[c:18]2[c:17](-[c:12]3[n:11][cH:16][cH:15][cH:14][cH:13]3)[n:21][n:20]3[c:19]2[CH2:24][CH2:23][CH2:22]3)[cH:3][c:4]2[n:5]([cH:6][cH:7]1)[cH:8][cH:9][n:10]2. The reactants are C=CCN.C1C(O1)CCl.Cl (sevelamer hydrochloride), [OH-].[Na+] (sodium hydroxide), C(=O)=O (carbon dioxide). Run in O (water). Reaction conditions: temperature 36 celsius. The product is C=CC[NH3+].C1C(O1)CCl.C(=O)(O)[O-].C([O-])(O)=O (Sevelamer Carbonate Bicarbonate). RXN SMILES: [CH2:1]=[CH:2][CH2:3][NH2:4].[CH2:5]1[O:7][CH:6]1[CH2:8][Cl:9].Cl.[OH-:11].[Na+].[C:13](=[O:15])=[O:14]>O>[CH2:1]=[CH:2][CH2:3][NH3+:4].[CH2:5]1[O:7][CH:6]1[CH2:8][Cl:9].[C:13]([O-:15])([OH:14])=[O:11].[C:13](=[O:7])([OH:15])[O-:14] |f:0.1.2,3.4,7.8.9.10|. Reported procedure: 1.4 kg of water is loaded into a 2 liter glass reactor. The temperature is set to 35° C. and 100 g of sevelamer hydrochloride is added in portions, stirring the mixture. A solution of 30% sodium hydroxide is then added until pH 12 is reached (around 71 g) and gaseous carbon dioxide is bubbled through. The temperature is maintained at 35-37° C. until pH 7.2 is reached. The mixture is maintained at 35° C. under stirring for 2 hours and if necessary further carbon dioxide is bubbled through until t... Starting materials: BrC1=CC=C(C=C1)N1C(NN=C1C[C@H]1CN(CC1)C(=O)C1CC1)=O (4-(4-bromophenyl)-5-{[(3S)-1-(cyclopropylcarbonyl)-3-pyrrolidinyl]methyl}-2,4-dihydro-3H-1,2,4-triazol-3-one), C(#N)C1=CC=C(C=C1)B(O)O ((4-cyanophenyl)boronic acid), P(=O)([O-])([O-])[O-].[K+].[K+].[K+] (tripotassium phosphate). Reagents/catalysts: C=1C=CC(=CC1)[P](C=2C=CC=CC2)(C=3C=CC=CC3)[Pd]([P](C=4C=CC=CC4)(C=5C=CC=CC5)C=6C=CC=CC6)([P](C=7C=CC=CC7)(C=8C=CC=CC8)C=9C=CC=CC9)[P](C=1C=CC=CC1)(C=1C=CC=CC1)C=1C=CC=CC1 (tetrakis(triphenylphosphine)palladium(0)). The solvent is C(C)O (ethanol), O (water). Conditions: temperature 110 celsius. Yields the product C1(CC1)C(=O)N1C[C@@H](CC1)CC1=NNC(N1C1=CC=C(C=C1)C1=CC=C(C=C1)C#N)=O (4′-(3-{[(3S)-1-(cyclopropylcarbonyl)-3-pyrrolidinyl]methyl}-5-oxo-1,5-dihydro-4H-1,2,4-triazol-4-yl)-4-biphenylcarbonitrile). Yield: 28.3%. RXN SMILES: Br[C:2]1[CH:7]=[CH:6][C:5]([N:8]2[C:12]([CH2:13][C@@H:14]3[CH2:18][CH2:17][N:16]([C:19]([CH:21]4[CH2:23][CH2:22]4)=[O:20])[CH2:15]3)=[N:11][NH:10][C:9]2=[O:24])=[CH:4][CH:3]=1.[C:25]([C:27]1[CH:32]=[CH:31][C:30](B(O)O)=[CH:29][CH:28]=1)#[N:26].P([O-])([O-])([O-])=O.[K+].[K+].[K+]>C(O)C.O.C1C=CC([P]([Pd]([P](C2C=CC=CC=2)(C2C=CC=CC=2)C2C=CC=CC=2)([P](C2C=CC=CC=2)(C2C=CC=CC=2)C2C=CC=CC=2)[P](C2C=CC=CC=2)(C2C=CC=CC=2)C2C=CC=CC=2)(C2C=CC=CC=2)C2C=CC=CC=2)=CC=1>[CH:21]1([C:19]([N:16]2[CH2:17][CH2:18][C@@H:14]([CH2:13][C:12]3[N:8]([C:5]4[CH:6]=[CH:7][C:2]([C:30]5[CH:31]=[CH:32][C:27]([C:25]#[N:26])=[CH:28][CH:29]=5)=[CH:3][CH:4]=4)[C:9](=[O:24])[NH:10][N:11]=3)[CH2:15]2)=[O:20])[CH2:23][CH2:22]1 |f:2.3.4.5,^1:51,53,72,91|. Reported procedure: A vial was charged with a slurry of 4-(4-bromophenyl)-5-{[(3S)-1-(cyclopropylcarbonyl)-3-pyrrolidinyl]methyl}-2,4-dihydro-3H-1,2,4-triazol-3-one (100 mg, 0.256 mmol), (4-cyanophenyl)boronic acid (75 mg, 0.511 mmol), tetrakis(triphenylphosphine)palladium(0) (29.5 mg, 0.026 mmol) and tripotassium phosphate (217 mg, 1.022 mmol) in ethanol (4.0 mL) and water (4.00 mL) then purged with nitrogen and sealed with a standard teflon septa (crimped aluminum seal). The reaction was then heated in an aluminu... Reactants: C(C)C(C#CC(=O)C1=CC=C(C=C1)SC)(CC)O (4-ethyl-4-hydroxy-1-{4-(methylthio)phenyl}-2-hexyn-1-one), C(C)NCC (diethylamine), CO (methanol). Product: C(C)C1(OC(=CC1=O)C1=CC=C(C=C1)SC)CC (2,2-diethyl-5-{4-(methylthio)phenyl}-3(2H)-furanone). As a reaction SMILES: [CH2:1]([C:3]([OH:18])([CH2:16][CH3:17])[C:4]#[C:5][C:6]([C:8]1[CH:13]=[CH:12][C:11]([S:14][CH3:15])=[CH:10][CH:9]=1)=O)[CH3:2].C(NCC)C.C[OH:25]>>[CH2:16]([C:3]1([CH2:1][CH3:2])[C:4](=[O:25])[CH:5]=[C:6]([C:8]2[CH:9]=[CH:10][C:11]([S:14][CH3:15])=[CH:12][CH:13]=2)[O:18]1)[CH3:17]. Procedure: A solution 10 g of 4-ethyl-4-hydroxy-1-{4-(methylthio)phenyl}-2-hexyn-1-one in 300 ml methanol was stirred in the presence of 4 ml diethylamine at room temperature for 12 hours. Then the solvent was removed in vacuo and the resulting residue was extracted with dilute aqueous HCl and dichloromethane (50 ml×3). The organic layer was washed with brine and then concentrated under reduced pressure to yield 5.6 g of 2,2-diethyl-5-{4-(methylthio)phenyl}-3(2H)-furanone. The crude product was used for th... Starting materials: CC(C(=O)[O-])n1nc(-c2ccc(Cl)cc2)n(CC(O)C(F)(F)F)c1=O, CO, [Li+], [OH-], O. The product is O=C(O)Cn1nc(-c2ccc(Cl)cc2)n(CC(O)C(F)(F)F)c1=O. As a reaction SMILES: [CH3:1][CH:2]([C:3](=[O:4])[O-:5])[n:6]1[n:7][c:8](-[c:19]2[cH:20][cH:21][c:22]([Cl:25])[cH:23][cH:24]2)[n:9]([CH2:12][CH:13]([C:14]([F:15])([F:16])[F:17])[OH:18])[c:10]1=[O:11].[CH3:28][OH:29].[Li+:26].[OH-:27].[OH2:30]>>[CH2:2]([C:3](=[O:4])[OH:5])[n:6]1[n:7][c:8](-[c:19]2[cH:20][cH:21][c:22]([Cl:25])[cH:23][cH:24]2)[n:9]([CH2:12][CH:13]([C:14]([F:15])([F:16])[F:17])[OH:18])[c:10]1=[O:11].